Dataset: the Open Reaction Database (ORD), a public repository of structured organic reaction records. Task: describe an organic reaction: reactants, conditions, products, and yield Reactants: CCOC(C)=O, CC#N, CCCCCC, NC(=O)CCC(=O)NCl, Nc1c(OCCCl)cccc1[N+](=O)[O-]. The product is Nc1c(OCCCl)cc(Cl)cc1[N+](=O)[O-]. As a reaction SMILES: [C:33]([O:34][CH2:35][CH3:36])(=[O:37])[CH3:38].[CH3:24][C:25]#[N:26].[CH3:27][CH2:28][CH2:29][CH2:30][CH2:31][CH3:32].[Cl:15][NH:16][C:17](=[O:18])[CH2:19][CH2:20][C:21]([NH2:22])=[O:23].[Cl:1][CH2:2][CH2:3][O:4][c:5]1[c:6]([NH2:14])[c:7]([N+:11](=[O:12])[O-:13])[cH:8][cH:9][cH:10]1>>[Cl:1][CH2:2][CH2:3][O:4][c:5]1[c:6]([NH2:14])[c:7]([N+:11](=[O:12])[O-:13])[cH:8][c:9]([Cl:15])[cH:10]1. The reactants are C(=O)([O-])[O-].[K+].[K+] (K2CO3), CC1(COC=2C1=C(C=CC2C)O)C (3,3,7-trimethyl-2,3-dihydro-1-benzofuran-4-ol), CC1(COC=2C1=C(C=CC2C)O)C (3,3,7-trimethyl-2,3-dihydro-1-benzofuran-4-ol), ClC1=NC=C(C=N1)[N+](=O)[O-] (2-chloro-5-nitropyrimidine). Solvent: CC#N (CH3CN), O (water), C(C)(=O)OCC (ethyl acetate). Run at temperature 40 celsius, time 1 hour. Product: [N+](=O)([O-])C=1C=NC(=NC1)OC1=CC=C(C2=C1C(CO2)(C)C)C (5-nitro-2-[(3,3,7-trimethyl-2,3-dihydro-1-benzofuran-4-yl)oxy]pyrimidine). Yield: 80.7%. RXN SMILES: [CH3:1][C:2]1([CH3:13])[C:6]2=[C:7]([OH:12])[CH:8]=[CH:9][C:10]([CH3:11])=[C:5]2[O:4][CH2:3]1.Cl[C:15]1[N:20]=[CH:19][C:18]([N+:21]([O-:23])=[O:22])=[CH:17][N:16]=1.C([O-])([O-])=O.[K+].[K+]>CC#N.O.C(OCC)(=O)C>[N+:21]([C:18]1[CH:17]=[N:16][C:15]([O:12][C:7]2[C:6]3[C:2]([CH3:13])([CH3:1])[CH2:3][O:4][C:5]=3[C:10]([CH3:11])=[CH:9][CH:8]=2)=[N:20][CH:19]=1)([O-:23])=[O:22] |f:2.3.4|. Procedure details: 3,3,7-Trimethyl-2,3-dihydro-1-benzofuran-4-ol (Intermediate 184, 178 mg, 1.0 mmol) and 2-chloro-5-nitropyrimidine (191.5 mg, 1.2 mmol) were dissolved in CH3CN (3.0 mL) and K2CO3 (345.5 mg, 2.5 mmol) was added. The resulting suspension was heated to 40° C. and stirred for 1 hour. The reaction mixture was then diluted with water (50 mL) and ethyl acetate (50 mL), The organic phase was collected, washed with brine (50 mL) and dried over Na2SO4. The residue was purified by flash chromatography on si... The reactants are C(C)(C)(C)OC(=O)N1C=NC2=C1C(=CC(=C2C)NC(=S)NCCN)F (N-(1-tert-butoxycarbonyl-7-fluoro-4-methyl-5-benzimidazolyl)-N'-2-aminoethylthio-urea), mercuric acetate. The solvent is CO (methanol). Reaction conditions: time 1 hour. The product is FC1=CC(=C(C2=C1N=CN2)C)NN2C=NCC2 (7-fluoro-4-methyl-5-(2-imidazolinylamino)benzimidazole). RXN SMILES: C(OC([N:8]1[C:12]2[C:13]([F:25])=[CH:14][C:15]([NH:18]C(NCCN)=S)=[C:16]([CH3:17])[C:11]=2[N:10]=[CH:9]1)=O)(C)(C)C>CO>[F:25][C:13]1[C:12]2[N:8]=[CH:9][NH:10][C:11]=2[C:16]([CH3:17])=[C:15]([NH:18][N:10]2[CH2:11][CH2:12][N:8]=[CH:9]2)[CH:14]=1. Procedure: A mixture of N-(1-tert-butoxycarbonyl-7-fluoro-4-methyl-5-benzimidazolyl)-N'-2-aminoethylthio-urea (0.5 g) and mercuric acetate (0.52 g) in methanol (150 mL) is stirred at room temperature for 1 hour. The resulting black mixture is filtered on Celite with methanol wash of the solids. The filtrate is rotary evaporated and the residue filtered through a short pad of silica gel, eluting 25% methanol in chloroform containing 1% of ammonium hydroxide. The product-containing fractions are rotary evapo... Reactants: ClC=1C=C(CNC2=NN=C(C3=CC=C(C=C23)C#N)N2CCC(CC2)O)C=CC1OC (4-(3-chloro-4-methoxybenzyl)amino-6-cyano-1-(4-hydroxypiperidino)phthalazine), O (water), aqueous solution, Cl (hydrochloric acid). Run in C(C)O (ethanol). Yields the product Cl.ClC=1C=C(CNC2=NN=C(C3=CC=C(C=C23)C#N)N2CCC(CC2)O)C=CC1OC (4-(3-Chloro-4-methoxybenzyl)amino-6-cyano-1-(4-hydroxypiperidino)phthalazine Hydrochloride). The yield is 159.8%. Reaction SMILES: [Cl:1][C:2]1[CH:3]=[C:4]([CH:26]=[CH:27][C:28]=1[O:29][CH3:30])[CH2:5][NH:6][C:7]1[C:16]2[C:11](=[CH:12][CH:13]=[C:14]([C:17]#[N:18])[CH:15]=2)[C:10]([N:19]2[CH2:24][CH2:23][CH:22]([OH:25])[CH2:21][CH2:20]2)=[N:9][N:8]=1.O.Cl>C(O)C>[ClH:1].[Cl:1][C:2]1[CH:3]=[C:4]([CH:26]=[CH:27][C:28]=1[O:29][CH3:30])[CH2:5][NH:6][C:7]1[C:16]2[C:11](=[CH:12][CH:13]=[C:14]([C:17]#[N:18])[CH:15]=2)[C:10]([N:19]2[CH2:20][CH2:21][CH:22]([OH:25])[CH2:23][CH2:24]2)=[N:9][N:8]=1 |f:4.5|. Procedure: 10.8 g of 4-(3-chloro-4-methoxybenzyl)amino-6-cyano-1-(4-hydroxypiperidino)phthalazine was suspended in a mixture of ethanol (60 ml) with water (30 ml) and 30 ml of a 1 N aqueous solution of hydrochloric acid was added thereto. After dissolving by heating once, the mixture was cooled by allowing to stand at room temperature. The resulting crystals were collected by filtration and hot air-dried at 80° C. overnight to give 9.37 g of the title compound as yellow crystals. M.p. 217-227° C. (decomp.)... Reactants: CCCCCCC, CCCCOC(=O)CCCCF, [Na+], O=C([O-])O. The product is CCCCOC(=O)CCCCO. Reaction SMILES: [CH3:18][CH2:19][CH2:20][CH2:21][CH2:22][CH2:23][CH3:24].[F:6][CH2:7][CH2:8][CH2:9][CH2:10][C:11](=[O:12])[O:13][CH2:14][CH2:15][CH2:16][CH3:17].[Na+:1].[OH:2][C:3](=[O:4])[O-:5]>>[OH:2][CH2:7][CH2:8][CH2:9][CH2:10][C:11](=[O:12])[O:13][CH2:14][CH2:15][CH2:16][CH3:17].